This data is from the Open Reaction Database (ORD), a public repository of structured organic reaction records. The task is: describe an organic reaction: reactants, conditions, products, and yield Starting materials: C(CCCCCCC)OC=1C=NC(=NC1)C1=CC=C(C=C1)CCCCCC (5-octyloxy-2-(4-hexylphenyl)pyrimidine), C(CCCCCCC)OC=1C=NC(=NC1)C1=CC=C(C=C1)CCCCCCCCCCCC.C(CCCCCCC)OC=1C=NC(=NC1)C1=CC=C(C=C1)CCCCCCCCCCC (5-octyloxy-2-(4-undecylphenyl)pyrimidine 5-octyloxy-2-(4-dodecylphenyl)pyrimidine). Yields the product C(CCCCCCC)OC=1C=NC(=NC1)C1=CC=C(C=C1)CCCCC (5-octyloxy-2-(4-pentylphenyl)pyrimidine). Reaction SMILES: [CH2:1]([O:9][C:10]1[CH:11]=[N:12][C:13]([C:16]2[CH:21]=[CH:20][C:19]([CH2:22][CH2:23][CH2:24][CH2:25][CH2:26]C)=[CH:18][CH:17]=2)=[N:14][CH:15]=1)[CH2:2][CH2:3][CH2:4][CH2:5][CH2:6][CH2:7][CH3:8].C(OC1C=NC(C2C=CC(CCCCCCCCCCCC)=CC=2)=NC=1)CCCCCCC.C(OC1C=NC(C2C=CC(CCCCCCCCCCC)=CC=2)=NC=1)CCCCCCC>>[CH2:1]([O:9][C:10]1[CH:15]=[N:14][C:13]([C:16]2[CH:21]=[CH:20][C:19]([CH2:22][CH2:23][CH2:24][CH2:25][CH3:26])=[CH:18][CH:17]=2)=[N:12][CH:11]=1)[CH2:2][CH2:3][CH2:4][CH2:5][CH2:6][CH2:7][CH3:8] |f:1.2|. Procedure details: 5-octyloxy-2-(4-hexylphenyl)pyrimidine ##STR10## 5-octyloxy-2-(4-heptylphenyl)pyrimidine ##STR11## 5-octyloxy-2-(4-octylphenyl)pyrimidine ##STR12## 5-octyloxy-2-(4-nonylphenyl)pyrimidine ##STR13## 5-octyloxy-2-(4-decylphenyl)pyrimidine ##STR14## 5-octyloxy-2-(4-undecylphenyl)pyrimidine 5-octyloxy-2-(4-dodecylphenyl)pyrimidine